describe an organic reaction: reactants, conditions, products, and yield From a dataset of the Open Reaction Database (ORD), a public repository of structured organic reaction records. Starting materials: O=C([O-])[O-], COc1cc2c(Nc3ccc(Cl)cc3F)ncnc2cc1O, ClCc1cccnc1, Cl, [I-], [K+], [K+], [K+], CN(C)C=O. The product is COc1cc2c(Nc3ccc(Cl)cc3F)ncnc2cc1OCc1cccnc1, Cl. RXN SMILES: [C:32](=[O:33])([O-:34])[O-:35].[Cl:10][c:11]1[cH:12][c:13]([F:31])[c:14]([NH:15][c:16]2[n:17][cH:18][n:19][c:20]3[cH:21][c:22]([OH:28])[c:23]([O:26][CH3:27])[cH:24][c:25]23)[cH:29][cH:30]1.[Cl:2][CH2:3][c:4]1[cH:5][n:6][cH:7][cH:8][cH:9]1.[ClH:1].[I-:39].[K+:36].[K+:37].[K+:38].[O:40]=[CH:41][N:42]([CH3:43])[CH3:44]>>[CH2:3]([c:4]1[cH:5][n:6][cH:7][cH:8][cH:9]1)[O:28][c:22]1[cH:21][c:20]2[n:19][cH:18][n:17][c:16]([NH:15][c:14]3[c:13]([F:31])[cH:12][c:11]([Cl:10])[cH:30][cH:29]3)[c:25]2[cH:24][c:23]1[O:26][CH3:27].[ClH:2]. Starting materials: BrC1=CC(=C(C=C1)COCCC=1C=C(C=CC1)NS(=O)(=O)C(F)(F)F)Cl (N-{3-[2-(4-Bromo-2-chloro-phenylmethoxy)-ethyl]-phenyl}-C,C,C-trifluoro methane sulfonamide), ClC1=CC=C(C=C1)B(O)O (4-chloro benzene boronic acid). The product is ClC=1C=C(C=CC1COCCC=1C=C(C=CC1)NS(=O)(=O)C(F)(F)F)C1=CC=C(C=C1)Cl (N-{3-[2-(3-Chloro-4′-chloro-biphenyl-4-ylmethoxy)-ethyl]-phenyl}-C,C,C-trifluoro methane sulfonamide), solid. The yield is 65.0%. RXN SMILES: Br[C:2]1[CH:7]=[CH:6][C:5]([CH2:8][O:9][CH2:10][CH2:11][C:12]2[CH:13]=[C:14]([NH:18][S:19]([C:22]([F:25])([F:24])[F:23])(=[O:21])=[O:20])[CH:15]=[CH:16][CH:17]=2)=[C:4]([Cl:26])[CH:3]=1.[Cl:27][C:28]1[CH:33]=[CH:32][C:31](B(O)O)=[CH:30][CH:29]=1>>[Cl:26][C:4]1[CH:3]=[C:2]([C:31]2[CH:32]=[CH:33][C:28]([Cl:27])=[CH:29][CH:30]=2)[CH:7]=[CH:6][C:5]=1[CH2:8][O:9][CH2:10][CH2:11][C:12]1[CH:13]=[C:14]([NH:18][S:19]([C:22]([F:25])([F:24])[F:23])(=[O:21])=[O:20])[CH:15]=[CH:16][CH:17]=1. Procedure: N-{3-[2-(3-Chloro-4′-chloro-biphenyl-4-ylmethoxy)-ethyl]-phenyl}-C,C,C-trifluoro methane sulfonamide was prepared from the product of Example 21 and 4-chloro benzene boronic acid according to the procedure of Example 2 and isolated as a white solid (65%), 97-99° C. NMR (400 MHz, DMSO-d6) δ 11.80 (bs, 1H, NH), 7.75 (m, 3H, ArH), 7.61 (d, J=8 Hz, 1H, ArH), 7.54 (d, J=8 Hz, 2H, ArH), 7.42 (d, J=8 Hz, 1H, ArH), 7.31 (t, J=8 Hz, 1H, Ar5), 7.19 (d, J=8 Hz, 1H, H4) 7.11 (s, 1H, H2), 7.09 (d, J=8 Hz, 1H... Reactants: C(C)C1=CC=C(C=C1)C=1OCC(N1)(C)C (2-(4-ethyl-phenyl)-4,4-dimethyl-4,5-dihydro-oxazole), C(CCC)[Li] (Butyl lithium), C1=CC=C(C=C1)S(=O)(=O)N(F)S(=O)(=O)C2=CC=CC=C2 (N-fluorobenzenesulfonimide). Reagents/catalysts: CCCCCC (hexane). Solvent: C1CCOC1 (THF). Run at temperature -70 celsius, time 8 hour. Yields the product FC1=C(C=CC(=C1)CC)C=1OCC(N1)(C)C (2-(2-fluoro-4-ethyl-phenyl)-4,4-dimethyl-4,5-dihydro-oxazole). The yield is 94529.8%. Reaction SMILES: [CH2:1]([C:3]1[CH:8]=[CH:7][C:6]([C:9]2[O:10][CH2:11][C:12]([CH3:15])([CH3:14])[N:13]=2)=[CH:5][CH:4]=1)[CH3:2].C([Li])CCC.C1C=CC(S(N(S(C2C=CC=CC=2)(=O)=O)[F:31])(=O)=O)=CC=1>C1COCC1.CCCCCC>[F:31][C:7]1[CH:8]=[C:3]([CH2:1][CH3:2])[CH:4]=[CH:5][C:6]=1[C:9]1[O:10][CH2:11][C:12]([CH3:14])([CH3:15])[N:13]=1. Procedure details: The 4-ethylphenyloxazoline (2.03 g, 10 mmol) was dried in a vacuum oven at 60° C. for 2-3 hours, dissolved in 50 mL of dry THF, and charged to a 300 mL round bottom flask equipped with a thermometer, nitrogen inlet, and magnetic stir bar. The mixture was cooled under nitrogen to −70° C. in a dry ice/acetone bath. Butyl lithium in hexane (7.5 mL, 0.012 mmol) was added in two portions and warmed to −25° C. over 2 hours. The mixture was cooled again to −65° C. and N-fluorobenzenesulfonimide (3.79 g... The reactants are BrC=1C=CC(=C(C#N)C1)OCCCCCCCC (5-bromo-2-octyloxybenzonitrile), C(C)(C)(C)OC(NC1(COC(OC1)(C)C)C#C)=O ((2,2-dimethyl-5-ethynyl-1,3-dioxan-5-yl)carbamic acid t-butyl ester), C1(CCCCC1)P(C1=C(C=CC=C1)C1=C(C=C(C=C1C(C)C)C(C)C)C(C)C)C1CCCCC1 (2-dicyclohexylphosphino-2′,4′,6′-triisopropylbiphenyl), C([O-])([O-])=O.[Cs+].[Cs+] (cesium carbonate). The reagents and catalysts are CC#N.CC#N.Cl[Pd]Cl (bis(acetonitrile)palladium(II) dichloride). Run in O (Water), C(C)#N (acetonitrile). Product: C(C)(C)(C)OC(NC1(COC(OC1)(C)C)C#CC1=CC(=C(C=C1)OCCCCCCCC)C#N)=O ([2,2-dimethyl-5-(3-cyano-4-octyloxyphenylethynyl)-1,3-dioxan-5-yl]carbamic acid t-butyl ester). RXN SMILES: Br[C:2]1[CH:3]=[CH:4][C:5]([O:10][CH2:11][CH2:12][CH2:13][CH2:14][CH2:15][CH2:16][CH2:17][CH3:18])=[C:6]([CH:9]=1)[C:7]#[N:8].[C:19]([O:23][C:24](=[O:36])[NH:25][C:26]1([C:34]#[CH:35])[CH2:31][O:30][C:29]([CH3:33])([CH3:32])[O:28][CH2:27]1)([CH3:22])([CH3:21])[CH3:20].C1(P(C2CCCCC2)C2C=CC=CC=2C2C(C(C)C)=CC(C(C)C)=CC=2C(C)C)CCCCC1.C(=O)([O-])[O-].[Cs+].[Cs+]>C(#N)C.CC#N.CC#N.Cl[Pd]Cl.O>[C:19]([O:23][C:24](=[O:36])[NH:25][C:26]1([C:34]#[C:35][C:2]2[CH:3]=[CH:4][C:5]([O:10][CH2:11][CH2:12][CH2:13][CH2:14][CH2:15][CH2:16][CH2:17][CH3:18])=[C:6]([C:7]#[N:8])[CH:9]=2)[CH2:31][O:30][C:29]([CH3:33])([CH3:32])[O:28][CH2:27]1)([CH3:22])([CH3:21])[CH3:20] |f:3.4.5,7.8.9|. Procedure: Compound 7-1 (0.636 g), (2,2-dimethyl-5-ethynyl-1,3-dioxan-5-yl)carbamic acid t-butyl ester (0.571 g), 2-dicyclohexylphosphino-2′,4′,6′-triisopropylbiphenyl (0.045 g), bis(acetonitrile)palladium(II) dichloride (0.008 g) and cesium carbonate (0.668 g) were stirred in acetonitrile (10 ml) at 70-80° C. for 2 hr. Water was added to the reaction mixture, and the mixture was extracted with ethyl acetate, washed with saturated brine, and dried over anhydrous sodium sulfate. The solvent was evaporated u...